This data is from the Open Reaction Database (ORD), a public repository of structured organic reaction records. The task is: describe an organic reaction: reactants, conditions, products, and yield Reactants: ClC1=CC=C(C=C1)C1=C(OC2=CC(=CC=C2C1=O)OC(C(C)C)=O)C(C)C (isobutyric acid 3-(4-chlorophenyl)-2-isopropyl-4-oxo-4H-chromen-7-yl ester), [OH-].[K+] (KOH). Run in CO (methanol). Conditions: time 1.5 hour. Yields the product ClC1=CC=C(C=C1)C1=C(OC2=CC(=CC=C2C1=O)O)C(C)C (3-(4-Chlorophenyl)-7-hydroxy-2-isopropyl-chromen-4-one). As a reaction SMILES: [Cl:1][C:2]1[CH:7]=[CH:6][C:5]([C:8]2[C:17](=[O:18])[C:16]3[C:11](=[CH:12][C:13]([O:19]C(=O)C(C)C)=[CH:14][CH:15]=3)[O:10][C:9]=2[CH:25]([CH3:27])[CH3:26])=[CH:4][CH:3]=1.[OH-].[K+]>CO>[Cl:1][C:2]1[CH:3]=[CH:4][C:5]([C:8]2[C:17](=[O:18])[C:16]3[C:11](=[CH:12][C:13]([OH:19])=[CH:14][CH:15]=3)[O:10][C:9]=2[CH:25]([CH3:27])[CH3:26])=[CH:6][CH:7]=1 |f:1.2|. Procedure: A mixture of 2-(4-chlorophenyl)-1-(2,4-dihydroxyphenyl)-ethanone (100 g, 0.382 mol), iso-butyric acid anhydride (380 ml, 2.29 mol) and dry pyridine (380 ml, 4.69 mol) is stirred at 140° C. for 12 h and then allowed to cool to room temperature. The volatile components are removed in vacuo, and the resulting dark brown oil is dried under high vacuum to give crude isobutyric acid 3-(4-chlorophenyl)-2-isopropyl-4-oxo-4H-chromen-7-yl ester. To a mixture of this crude ester and methanol (400 ml) is ad... The reactants are C(O)([O-])=O.[Na+] (sodium hydrogencarbonate), C(C)N1CCC(CC1)=O (1-Ethyl-4-piperidone), NC=1C=C2C=NNC2=CC1 (5-aminoindazole), C(C)(=O)O (acetic acid). The solvent is CO (methanol). Run at time 18 hour. Product: C(C)N1CCC(CC1)NC=1C=C2C=NNC2=CC1 (N-(1-Ethyl-4-piperidyl)-N-(1H-5-indazolyl)-amine). Isolated yield 40.7%. As a reaction SMILES: [CH2:1]([N:3]1[CH2:8][CH2:7][C:6](=O)[CH2:5][CH2:4]1)[CH3:2].[NH2:10][C:11]1[CH:12]=[C:13]2[C:17](=[CH:18][CH:19]=1)[NH:16][N:15]=[CH:14]2.C(O)(=O)C.C(=O)([O-])O.[Na+]>CO>[CH2:1]([N:3]1[CH2:8][CH2:7][CH:6]([NH:10][C:11]2[CH:12]=[C:13]3[C:17](=[CH:18][CH:19]=2)[NH:16][N:15]=[CH:14]3)[CH2:5][CH2:4]1)[CH3:2] |f:3.4|. Reported procedure: 1-Ethyl-4-piperidone (76 mg), 5-aminoindazole (67 mg), and acetic acid (0.02 ml) were dissolved in methanol (1 ml), and a borane-pyridine complex (0.06 ml) was added dropwise to the solution at room temperature. The reaction-mixture was stirred at room temperature for 18 hr. A saturated aqueous sodium hydrogencarbonate solution (1 ml) was then added thereto, and the mixture was extracted with chloroform-propanol (3/1). The organic layer was dried over anhydrous sodium sulfate, and the solvent wa... Reactants: COCCN1N=CC=C1C(=O)OCC (Ethyl 1-(2-methoxyethyl)-1H-pyrazole-5-carboxylate), [OH-].[Na+] (sodium hydroxide). Run in C(C)O (ethanol), O (water). Reaction conditions: time 2 hour. Product: COCCN1N=CC=C1C(=O)O (1-(2-Methoxyethyl)-1H-pyrazole-5-carboxylic acid). The yield is 96.3%. Reaction SMILES: [CH3:1][O:2][CH2:3][CH2:4][N:5]1[C:9]([C:10]([O:12]CC)=[O:11])=[CH:8][CH:7]=[N:6]1.[OH-].[Na+]>C(O)C.O>[CH3:1][O:2][CH2:3][CH2:4][N:5]1[C:9]([C:10]([OH:12])=[O:11])=[CH:8][CH:7]=[N:6]1 |f:1.2|. Procedure: Ethyl 1-(2-methoxyethyl)-1H-pyrazole-5-carboxylate (Preparation 28, 710 mg, 3.6 mmol) was dissolved in ethanol (10 ml), a solution of sodium hydroxide (160 mg, 4.0 mmol) in water (5 ml) was added and the solution was stirred at room temperature for 2 hours. The ethanol was removed in vacuo and the residue was acidified with 2M HCl (approximately 2 ml) and extracted with dichloromethane (40 ml). The organic layers were dried over anhydrous Na2SO4, filtered and the dichloromethane removed in vacuo... Starting materials: FC(C=1C=C(N)C=CC1SC1=CC=NC=C1)(F)F (3-(Trifluoromethyl)-4-(4-pyridinylthio)aniline), FC(C=1C=C(C=CC1SC1=CC=NC=C1)[N+](=O)[O-])(F)F (3-trifluoromethyl-4-(4-pyridinylthio)nitrobenzene), C(C)(=O)O (acetic acid), [OH-].[Na+] (NaOH). Reagents/catalysts: [Fe] (iron). Solvent: O (water), CCOCC (Et2O), O (water). The product is N1=C(C=CC=C1)SC1=CC=C(N)C=C1 (4-(2-Pyridinylthio)aniline). As a reaction SMILES: FC(F)(F)[C:3]1[CH:4]=[C:5]([CH:7]=[CH:8][C:9]=1[S:10][C:11]1[CH:16]=[CH:15]N=CC=1)[NH2:6].FC(F)(F)C1C=C([N+]([O-])=O)C=CC=1SC1C=C[N:31]=[CH:30][CH:29]=1.C(O)(=O)C.[OH-].[Na+]>CCOCC.O.[Fe]>[N:31]1[CH:30]=[CH:29][CH:15]=[CH:16][C:11]=1[S:10][C:9]1[CH:3]=[CH:4][C:5]([NH2:6])=[CH:7][CH:8]=1 |f:3.4|. Procedure: 3-(Trifluoromethyl)-4-(4-pyridinylthio)aniline: A slurry of 3-trifluoromethyl-4-(4-pyridinylthio)nitrobenzene (3.8 g, 12.7 mmol), iron powder (4.0 g, 71.6 mmol), acetic acid (100 mL), and water (1 mL) were stirred at room temp. for 4 h. The mixture was diluted with Et2O (100 mL) and water (100 mL). The aqueous phase was adjusted to pH 4 with a 4 N NaOH solution. The combined organic layers were washed with a saturated NaCl solution (100 mL), dried (MgSO4), and concentrated under reduced pressure... Reactants: CC(C)(C)OC(=O)N1CCC(CCOc2nc(C#N)nc(NCC3CCC4(CC3)CC4)c2C(=O)NCc2ccccc2)CC1, ClCCl, O=C(O)C(F)(F)F. The product is N#Cc1nc(NCC2CCC3(CC2)CC3)c(C(=O)NCc2ccccc2)c(OCCC2CCNCC2)n1. As a reaction SMILES: [C:1]([O:2][C:3](=[O:4])[N:8]1[CH2:9][CH2:10][CH:11]([CH2:14][CH2:15][O:16][c:17]2[n:18][c:19]([C:43]#[N:44])[n:20][c:21]([NH:33][CH2:34][CH:35]3[CH2:36][CH2:37][C:38]4([CH2:39][CH2:40]4)[CH2:41][CH2:42]3)[c:22]2[C:23]([NH:24][CH2:25][c:26]2[cH:27][cH:28][cH:29][cH:30][cH:31]2)=[O:32])[CH2:12][CH2:13]1)([CH3:5])([CH3:6])[CH3:7].[Cl:52][CH2:53][Cl:54].[F:45][C:46]([F:47])([F:48])[C:49]([OH:50])=[O:51]>>[NH:8]1[CH2:9][CH2:10][CH:11]([CH2:14][CH2:15][O:16][c:17]2[n:18][c:19]([C:43]#[N:44])[n:20][c:21]([NH:33][CH2:34][CH:35]3[CH2:36][CH2:37][C:38]4([CH2:39][CH2:40]4)[CH2:41][CH2:42]3)[c:22]2[C:23]([NH:24][CH2:25][c:26]2[cH:27][cH:28][cH:29][cH:30][cH:31]2)=[O:32])[CH2:12][CH2:13]1. The reactants are [OH-].[Li+] (lithium hydroxide), COC(=O)C=1N(N=C(C1)NC(=O)OC(C)(C)C)CC(=O)OC(C)(C)C (5-tert-Butoxycarbonylamino-2-tert-butoxycarbonylmethyl-2H-pyrazole-3-carboxylic acid methyl ester), Cl (hydrochloric acid). The solvent is O1CCCC1 (tetrahydrofuran). Reaction conditions: time 2 hour. Product: C(C)(C)(C)OC(=O)NC=1C=C(N(N1)CC(=O)O)C(=O)O (5-tert-Butoxycarbonylamino-2-carboxymethyl-2H-pyrazole-3-carboxylic acid). The yield is 122.1%. As a reaction SMILES: C[O:2][C:3]([C:5]1[N:6]([CH2:18][C:19]([O:21]C(C)(C)C)=[O:20])[N:7]=[C:8]([NH:10][C:11]([O:13][C:14]([CH3:17])([CH3:16])[CH3:15])=[O:12])[CH:9]=1)=[O:4].[OH-].[Li+].Cl>O1CCCC1>[C:14]([O:13][C:11]([NH:10][C:8]1[CH:9]=[C:5]([C:3]([OH:4])=[O:2])[N:6]([CH2:18][C:19]([OH:21])=[O:20])[N:7]=1)=[O:12])([CH3:17])([CH3:15])[CH3:16] |f:1.2|. Procedure details: To a solution of 5-tert-Butoxycarbonylamino-2-tert-butoxycarbonylmethyl-2H-pyrazole-3-carboxylic acid methyl ester (0.5 gm) dissolved in 25 ml of tetrahydrofuran was added 5 ml of 1M lithium hydroxide. After stirring the reaction mixture at 60 C for 2 hours, 1N hydrochloric acid was added and the product extracted with dichloromethane. The extract was dried over magnesium sulfate, filtered and evaporated to obtain 0.49 gm of title product. ESI M+1=286.